Dataset: the Open Reaction Database (ORD), a public repository of structured organic reaction records. Task: describe an organic reaction: reactants, conditions, products, and yield Reaction SMILES: [C:1]([c:2]1[cH:3][cH:4][cH:5][cH:6][cH:7]1)(=[O:8])[Cl:9].[CH2:17]([CH3:18])[O:19][N:20]=[C:21]([CH2:22][CH2:23][CH3:24])[C:25]1=[C:30]([OH:31])[CH2:29][CH:28]([c:32]2[s:33][c:34]([CH3:38])[c:35]([CH3:37])[n:36]2)[CH2:27][C:26]1=[O:39].[CH3:10][c:11]1[cH:12][cH:13][n:14][cH:15][cH:16]1.[Cl:40][CH2:41][Cl:42]>>[C:1]([c:2]1[cH:3][cH:4][cH:5][cH:6][cH:7]1)(=[O:8])[O:31][C:30]1=[C:25]([C:21](=[N:20][O:19][CH2:17][CH3:18])[CH2:22][CH2:23][CH3:24])[C:26](=[O:39])[CH2:27][CH:28]([c:32]2[s:33][c:34]([CH3:38])[c:35]([CH3:37])[n:36]2)[CH2:29]1. Reactants: O=C(Cl)c1ccccc1, CCCC(=NOCC)C1=C(O)CC(c2nc(C)c(C)s2)CC1=O, Cc1ccncc1, ClCCl. Yields the product CCCC(=NOCC)C1=C(OC(=O)c2ccccc2)CC(c2nc(C)c(C)s2)CC1=O.